This data is from the Open Reaction Database (ORD), a public repository of structured organic reaction records. The task is: describe an organic reaction: reactants, conditions, products, and yield Yields the product C(C1=CC=CC=C1)OC(CN(C)C1=NC(=NC(=C1)C)NC1=CC(=C(C=C1)N1C=NC(=C1)C)OC)=O (({2-[3-Methoxy-4-(4-methyl-imidazol-1-yl)-phenylamino]-6-methyl-pyrimidin-4-yl}-methyl-amino)-acetic acid benzyl ester). Starting materials: COC=1C=C(C=CC1N1C=NC(=C1)C)N (3-methoxy-4-(4-methyl-imidazol-1-yl)-phenylamine), C(C1=CC=CC=C1)OC(CN(C)C1=NC(=NC(=C1)C)Cl)=O ([(2-chloro-6-methyl-pyrimidin-4-yl)-methyl-amino]acetic acid benzyl ester), C([O-])([O-])=O.[K+].[K+] (potassium carbonate). Yield: 56.0%. As a reaction SMILES: [CH3:1][O:2][C:3]1[CH:4]=[C:5]([NH2:15])[CH:6]=[CH:7][C:8]=1[N:9]1[CH:13]=[C:12]([CH3:14])[N:11]=[CH:10]1.[CH2:16]([O:23][C:24](=[O:36])[CH2:25][N:26]([C:28]1[CH:33]=[C:32]([CH3:34])[N:31]=[C:30](Cl)[N:29]=1)[CH3:27])[C:17]1[CH:22]=[CH:21][CH:20]=[CH:19][CH:18]=1.C(=O)([O-])[O-].[K+].[K+]>>[CH2:16]([O:23][C:24](=[O:36])[CH2:25][N:26]([C:28]1[CH:33]=[C:32]([CH3:34])[N:31]=[C:30]([NH:15][C:5]2[CH:6]=[CH:7][C:8]([N:9]3[CH:13]=[C:12]([CH3:14])[N:11]=[CH:10]3)=[C:3]([O:2][CH3:1])[CH:4]=2)[N:29]=1)[CH3:27])[C:17]1[CH:22]=[CH:21][CH:20]=[CH:19][CH:18]=1 |f:2.3.4|. Procedure: Prepared in analogy to example 81b) from 3-methoxy-4-(4-methyl-imidazol-1-yl)-phenylamine and [(2-chloro-6-methyl-pyrimidin-4-yl)-methyl-amino]acetic acid benzyl ester, using potassium carbonate as a base. The title compound was isolated as a colorless solid in a yield of 56%. MS ISP (m/e): 473.3 (100) [(M+H)+]. 1H NMR (CDCl3, 300 MHz): δ (ppm)=7.58 (s, 1H), 7.54 (s broad, 1H), 7.35-7.20 (m, 4H), 7.10-6.95 (m, 2H), 6.89 (s broad, 1H), 6.82 (s, 1H), 5.95 (s, 1H), 5.16 (s, 2H), 4.39 (s broad, 2H),...